Dataset: the Open Reaction Database (ORD), a public repository of structured organic reaction records. Task: describe an organic reaction: reactants, conditions, products, and yield The reactants are [Br-], CCN(CC(C)C)c1ccc(C=O)cc1C(C)(C)C, C#C[Mg+]. Product: C#CC(O)c1ccc(N(CC)CC(C)C)c(C(C)(C)C)c1. Reaction SMILES: [Br-:20].[C:1]([CH3:2])([CH3:3])([CH3:4])[c:5]1[cH:6][c:7]([CH:8]=[O:9])[cH:10][cH:11][c:12]1[N:13]([CH2:14][CH:15]([CH3:16])[CH3:17])[CH2:18][CH3:19].[C:21](#[CH:22])[Mg+:23]>>[C:1]([CH3:2])([CH3:3])([CH3:4])[c:5]1[cH:6][c:7]([CH:8]([OH:9])[C:21]#[CH:22])[cH:10][cH:11][c:12]1[N:13]([CH2:14][CH:15]([CH3:16])[CH3:17])[CH2:18][CH3:19]. Reactants: N#Cc1ncc2cc(CBr)n(CCC3CCCCC3)c2n1, CC(C)(C)OC(=O)N1CCC2(CCNCC2)C1, O=C([O-])[O-], [K+], [K+], CN(C)C=O, O. Yields the product CC(C)(C)OC(=O)N1CCC2(CCN(Cc3cc4cnc(C#N)nc4n3CCC3CCCCC3)CC2)C1. Reaction SMILES: [Br:1][CH2:2][c:3]1[cH:4][c:5]2[c:6]([n:7][c:8]([C:11]#[N:12])[n:9][cH:10]2)[n:13]1[CH2:14][CH2:15][CH:16]1[CH2:17][CH2:18][CH2:19][CH2:20][CH2:21]1.[C:22]([CH3:23])([CH3:24])([CH3:25])[O:26][C:27](=[O:28])[N:29]1[CH2:30][C:31]2([CH2:32][CH2:33]1)[CH2:34][CH2:35][NH:36][CH2:37][CH2:38]2.[C:39](=[O:40])([O-:41])[O-:42].[K+:43].[K+:44].[O:45]=[CH:46][N:47]([CH3:48])[CH3:49].[OH2:50]>>[CH2:2]([c:3]1[cH:4][c:5]2[c:6]([n:7][c:8]([C:11]#[N:12])[n:9][cH:10]2)[n:13]1[CH2:14][CH2:15][CH:16]1[CH2:17][CH2:18][CH2:19][CH2:20][CH2:21]1)[N:36]1[CH2:35][CH2:34][C:31]2([CH2:30][N:29]([C:27]([O:26][C:22]([CH3:23])([CH3:24])[CH3:25])=[O:28])[CH2:33][CH2:32]2)[CH2:38][CH2:37]1. Starting materials: CC(=O)OC1C=CC2(C)C(=CCC3C2CCC2(C)C(=O)CCC32)C1, O=C([O-])[O-], CO, [K+], [K+], O. Product: CC12C=CC(O)CC1=CCC1C2CCC2(C)C(=O)CCC12. RXN SMILES: [C:1](=[O:2])([CH3:3])[O:4][CH:5]1[CH2:6][C:7]2=[CH:8][CH2:9][CH:10]3[CH:11]4[CH2:12][CH2:13][C:14](=[O:24])[C:15]4([CH3:16])[CH2:17][CH2:18][CH:19]3[C:20]2([CH3:23])[CH:21]=[CH:22]1.[C:25](=[O:26])([O-:27])[O-:28].[CH3:32][OH:33].[K+:29].[K+:30].[OH2:31]>>[OH:4][CH:5]1[CH2:6][C:7]2=[CH:8][CH2:9][CH:10]3[CH:11]4[CH2:12][CH2:13][C:14](=[O:24])[C:15]4([CH3:16])[CH2:17][CH2:18][CH:19]3[C:20]2([CH3:23])[CH:21]=[CH:22]1.